From a dataset of the Open Reaction Database (ORD), a public repository of structured organic reaction records. describe an organic reaction: reactants, conditions, products, and yield Starting materials: C(C(=O)Cl)(=O)Cl (oxalyl dichloride), solution, [Mg] (magnesium), C(CC(=O)OCC)(=O)OCC (diethyl malonate), FC1=C(C(=O)O)C=C(C(=C1C)F)F (2,4,5-trifluoro-3-methylbenzoic acid). Reagents/catalysts: CN(C=O)C (N,N-dimethylformamide). The solvent is O1CCCC1 (tetrahydrofuran), C(Cl)(Cl)(Cl)Cl (carbon tetrachloride), C(C)O (ethanol), C(Cl)Cl (methylene chloride). Run at temperature 80 celsius, time 4 hour. Yields the product FC1=C(C(=O)CC(=O)OCC)C=C(C(=C1C)F)F (ethyl 2,4,5-trifluoro-3-methylbenzoylacetate), brown oil. As a reaction SMILES: [Mg].[C:2]([O:10][CH2:11][CH3:12])(=[O:9])[CH2:3][C:4]([O:6]CC)=O.[F:13][C:14]1[C:22]([CH3:23])=[C:21]([F:24])[C:20]([F:25])=[CH:19][C:15]=1C(O)=O.C(Cl)(=O)C(Cl)=O>C(Cl)Cl.CN(C)C=O.O1CCCC1.C(Cl)(Cl)(Cl)Cl.C(O)C>[F:13][C:14]1[C:22]([CH3:23])=[C:21]([F:24])[C:20]([F:25])=[CH:19][C:15]=1[C:4]([CH2:3][C:2]([O:10][CH2:11][CH3:12])=[O:9])=[O:6]. Reported procedure: 2.4 g of magnesium, 10 ml of ethanol, and 0.4 ml of carbon tetrachloride were stirred in a three necked flask at room temperature for activation, and 15 ml of diethyl malonate and 40 ml of tetrahydrofuran were gradually added dropwise. The mixture was stirred at 80° C. for 4 hours. The reaction solution was allowed to cool, and then cooled to −40° C. To 50 ml solution in methylene chloride of 15.5 g of 2,4,5-trifluoro-3-methylbenzoic acid obtained in Reference Example 1(3) were added 8 ml of oxa... Reaction SMILES: [CH2:1]([C:3]1[N:13]([CH2:14][C:15]2[CH:20]=[CH:19][C:18]([C:21]3[N:22]([CH2:32][CH3:33])[C:23]([CH3:31])=[CH:24][C:25]=3[C:26]3[NH:30][N:29]=[N:28][N:27]=3)=[CH:17][CH:16]=2)[C:6]2=[N:7][C:8]([CH3:12])=[CH:9][C:10]([CH3:11])=[C:5]2[N:4]=1)[CH3:2].[ClH:34]>C(O)C>[ClH:34].[CH2:1]([C:3]1[N:13]([CH2:14][C:15]2[CH:20]=[CH:19][C:18]([C:21]3[N:22]([CH2:32][CH3:33])[C:23]([CH3:31])=[CH:24][C:25]=3[C:26]3[NH:30][N:29]=[N:28][N:27]=3)=[CH:17][CH:16]=2)[C:6]2=[N:7][C:8]([CH3:12])=[CH:9][C:10]([CH3:11])=[C:5]2[N:4]=1)[CH3:2] |f:3.4|. The product is Cl.C(C)C1=NC=2C(=NC(=CC2C)C)N1CC1=CC=C(C=C1)C=1N(C(=CC1C1=NN=NN1)C)CC (2-ethyl-5,7-dimethyl-3-[4-[1-ethyl-5-methyl-3-(1H-tetrazol-5-yl)pyrrol-2-yl]benzyl]-3H-imidazo-[4,5-b]pyridine hydrochloride). Solvent: C(C)O (ethanol). Procedure details: To a mixture of 2-ethyl-5,7-dimethyl-3-[4-[1-ethyl-5-methyl-3-(1H-tetrazol-5-yl)pyrrol-2-yl]benzyl]-3H-imidazo-[4,5-b]pyridine (3.54 g) and ethanol (18 ml) was added 12N hydrochloric acid (0.8 ml), and the reaction mixture was heated in a boiling bath for a few minutes. The resultant solution was evaporated in vacuo, and the residue was crystallized from a mixture of 1N hydrochloric acid and ethanol to afford 2-ethyl-5,7-dimethyl-3-[4-[1-ethyl-5-methyl-3-(1H-tetrazol-5-yl)pyrrol-2-yl]benzyl]-3H-... Reactants: C(C)C1=NC=2C(=NC(=CC2C)C)N1CC1=CC=C(C=C1)C=1N(C(=CC1C1=NN=NN1)C)CC (2-ethyl-5,7-dimethyl-3-[4-[1-ethyl-5-methyl-3-(1H-tetrazol-5-yl)pyrrol-2-yl]benzyl]-3H-imidazo-[4,5-b]pyridine), Cl (hydrochloric acid). Reactants: Cl.CN(CCCN=C=NCC)C (1-[3-(dimethylamino)propyl]-3-ethylcarbodiimide hydrochloride), C=1C=CC2=C(C1)N=NN2O (HOBT), N1CCCCC1 (piperidine), ClC1=CC=C(C=C1)/C=C/S(=O)(=O)N[C@@H]1C(N(CC1)[C@H](C(=O)OC(C)(C)C)C)=O (tert-Butyl (2S)-2-[(3S)-3-({[(E)-2-(4-chlorophenyl)ethenyl]sulfonyl}amino)-2-oxopyrrolidin-1-yl]propanoate), FC(C(=O)O)(F)F (trifluoroacetic acid), resultant mixture. Solvent: C(C)N(CC)CC (triethylamine), C(Cl)Cl (DCM), C(Cl)Cl (DCM). Conditions: time 2 hour. Product: ClC1=CC=C(C=C1)/C=C/S(=O)(=O)N[C@@H]1C(N(CC1)[C@H](C(N1CCCCC1)=O)C)=O ((E)-2-(4-Chlorophenyl)-N-{(3S)-1-[(1S)-1-methyl-2-oxo-2-piperidin-1-ylethyl]-2-oxopyrrolidin-3-yl}ethenesulfonamide). The yield is 21.3%. RXN SMILES: [Cl:1][C:2]1[CH:7]=[CH:6][C:5](/[CH:8]=[CH:9]/[S:10]([NH:13][C@H:14]2[CH2:18][CH2:17][N:16]([C@@H:19]([CH3:27])[C:20](OC(C)(C)C)=[O:21])[C:15]2=[O:28])(=[O:12])=[O:11])=[CH:4][CH:3]=1.FC(F)(F)C(O)=O.Cl.CN(C)CCCN=C=NCC.[CH:48]1[CH:49]=[CH:50]C2N(O)N=[N:54][C:52]=2[CH:53]=1.N1CCCCC1>C(Cl)Cl.C(N(CC)CC)C>[Cl:1][C:2]1[CH:3]=[CH:4][C:5](/[CH:8]=[CH:9]/[S:10]([NH:13][C@H:14]2[CH2:18][CH2:17][N:16]([C@@H:19]([CH3:27])[C:20](=[O:21])[N:54]3[CH2:50][CH2:49][CH2:48][CH2:53][CH2:52]3)[C:15]2=[O:28])(=[O:11])=[O:12])=[CH:6][CH:7]=1 |f:2.3|. Procedure: tert-Butyl (2S)-2-[(3S)-3-({[(E)-2-(4-chlorophenyl)ethenyl]sulfonyl}amino)-2-oxopyrrolidin-1-yl]propanoate (0.192 g) was dissolved in DCM (2 ml) and treated with trifluoroacetic acid (2 ml) and stirred at room temperature for 2 h. The mixture was then concentrated under reduced pressure to give an oil which was subsequently dissolved in DCM (5 ml) and treated with 1-[3-(dimethylamino)propyl]-3-ethylcarbodiimide hydrochloride (0.256 g), HOBT (0.184 g) and triethylamine (0.375 ml). After the solut... Starting materials: P(=O)([O-])([O-])[O-].[K+].[K+].[K+] (potassium phosphate), CCOC(=O)C (EtOAc), BrC1=CC=C(C=C1)N1C(CCC1C1=CC=C(C=C1)[N+](=O)[O-])C1=CC=C(C=C1)[N+](=O)[O-] (1-(4-bromophenyl)-2,5-bis(4-nitrophenyl)pyrrolidine), CC1(OB(OC1(C)C)C=1C=CC(=NC1)N1CCOCC1)C (4-[5-(4,4,5,5-tetramethyl-1,3,2-dioxaborolan-2-yl)pyridin-2-yl]morpholine). The reagents and catalysts are [Pd](Cl)Cl.C(C)(C)(C)P([C-]1C=CC=C1)C(C)(C)C.[C-]1(C=CC=C1)P(C(C)(C)C)C(C)(C)C.[Fe+2] (1,1′-bis(di-tert-butylphosphino)ferrocene palladium dichloride). The solvent is O (water), C1CCOC1 (THF). The product is [N+](=O)([O-])C1=CC=C(C=C1)C1N(C(CC1)C1=CC=C(C=C1)[N+](=O)[O-])C1=CC=C(C=C1)C=1C=CC(=NC1)N1CCOCC1 (4-(5-(4-(2,5-bis(4-nitrophenyl)pyrrolidin-1-yl)phenyl)pyridin-2-yl)morpholine). Isolated yield 93.3%. RXN SMILES: Br[C:2]1[CH:7]=[CH:6][C:5]([N:8]2[CH:12]([C:13]3[CH:18]=[CH:17][C:16]([N+:19]([O-:21])=[O:20])=[CH:15][CH:14]=3)[CH2:11][CH2:10][CH:9]2[C:22]2[CH:27]=[CH:26][C:25]([N+:28]([O-:30])=[O:29])=[CH:24][CH:23]=2)=[CH:4][CH:3]=1.CC1(C)C(C)(C)OB([C:39]2[CH:40]=[CH:41][C:42]([N:45]3[CH2:50][CH2:49][O:48][CH2:47][CH2:46]3)=[N:43][CH:44]=2)O1.P([O-])([O-])([O-])=O.[K+].[K+].[K+].CCOC(C)=O>C1COCC1.O.[Pd](Cl)Cl.C(P(C(C)(C)C)[C-]1C=CC=C1)(C)(C)C.[C-]1(P(C(C)(C)C)C(C)(C)C)C=CC=C1.[Fe+2]>[N+:19]([C:16]1[CH:15]=[CH:14][C:13]([CH:12]2[CH2:11][CH2:10][CH:9]([C:22]3[CH:27]=[CH:26][C:25]([N+:28]([O-:30])=[O:29])=[CH:24][CH:23]=3)[N:8]2[C:5]2[CH:4]=[CH:3][C:2]([C:39]3[CH:40]=[CH:41][C:42]([N:45]4[CH2:46][CH2:47][O:48][CH2:49][CH2:50]4)=[N:43][CH:44]=3)=[CH:7][CH:6]=2)=[CH:18][CH:17]=1)([O-:21])=[O:20] |f:2.3.4.5,9.10.11.12|. Reported procedure: In a microwave tube (size L, 20 mL) purged with nitrogen and sealed with a rubber septum, dissolved the product of Example 86A (160 mg, 0.342 mmol) and 4-[5-(4,4,5,5-tetramethyl-1,3,2-dioxaborolan-2-yl)pyridin-2-yl]morpholine (153 mg, 0.512 mmol) in THF (6 mL), added a solution of potassium phosphate (176 mg, 0.803 mmol) in water (2 mL), and sparged the reaction solution with S nitrogen for 5 min. Added 1,1′-bis(di-tert-butylphosphino)ferrocene palladium dichloride (12.02 mg, 0.018 mmol) and sti... Reactants: COc1cc(C)c(S(=O)(=O)N(Cc2ccc3c(c2)OCO3)C(CO)C(=O)NOCc2ccccc2)c(C)c1, CC(=O)OC(C)=O, c1ccncc1. Product: COc1cc(C)c(S(=O)(=O)N(Cc2ccc3c(c2)OCO3)C(COC(C)=O)C(=O)NOCc2ccccc2)c(C)c1. Reaction SMILES: [CH2:1]([c:2]1[cH:3][cH:4][cH:5][cH:6][cH:7]1)[O:8][NH:9][C:10]([CH:11]([CH2:12][OH:13])[N:14]([S:15](=[O:16])(=[O:17])[c:18]1[c:19]([CH3:27])[cH:20][c:21]([O:25][CH3:26])[cH:22][c:23]1[CH3:24])[CH2:28][c:29]1[cH:30][c:31]2[c:32]([cH:33][cH:34]1)[O:35][CH2:36][O:37]2)=[O:38].[CH3:39][C:40](=[O:41])[O:42][C:43](=[O:44])[CH3:45].[cH:46]1[cH:47][cH:48][n:49][cH:50][cH:51]1>>[CH2:1]([c:2]1[cH:3][cH:4][cH:5][cH:6][cH:7]1)[O:8][NH:9][C:10]([CH:11]([CH2:12][O:13][C:40]([CH3:39])=[O:41])[N:14]([S:15](=[O:16])(=[O:17])[c:18]1[c:19]([CH3:27])[cH:20][c:21]([O:25][CH3:26])[cH:22][c:23]1[CH3:24])[CH2:28][c:29]1[cH:30][c:31]2[c:32]([cH:33][cH:34]1)[O:35][CH2:36][O:37]2)=[O:38]. Starting materials: O=C(O)c1cc(Oc2c(F)cc(C(F)(F)F)cc2Cl)ccc1Cl, O=S(Cl)Cl. The product is O=C(Cl)c1cc(Oc2c(F)cc(C(F)(F)F)cc2Cl)ccc1Cl. Reaction SMILES: [Cl:1][c:2]1[c:3]([C:4](=[O:5])[OH:6])[cH:7][c:8]([O:11][c:12]2[c:13]([F:23])[cH:14][c:15]([C:19]([F:20])([F:21])[F:22])[cH:16][c:17]2[Cl:18])[cH:9][cH:10]1.[S:24]([Cl:25])([Cl:26])=[O:27]>>[Cl:1][c:2]1[c:3]([C:4](=[O:6])[Cl:26])[cH:7][c:8]([O:11][c:12]2[c:13]([F:23])[cH:14][c:15]([C:19]([F:20])([F:21])[F:22])[cH:16][c:17]2[Cl:18])[cH:9][cH:10]1.